From a dataset of the Open Reaction Database (ORD), a public repository of structured organic reaction records. describe an organic reaction: reactants, conditions, products, and yield Starting materials: BrC=1C=CC(=C(C(=O)OC)C1)NC(COC1=CC=C(C=C1)C#N)=O (methyl 5-bromo-2-(2-(4-cyanophenoxy)acetamido)benzoate), BrC=1C=C2C(=C(C(NC2=CC1)=O)OC1=CC=CC=C1)O (6-bromo-4-hydroxy-3-phenoxyquinolin-2(1H)-one), BrC=1C=CC(=C(C(=O)OC)C1)NC(COC1=CC=C(C=C1)C#N)=O (methyl 5-bromo-2-(2-(4-cyanophenoxy)acetamido)benzoate), BrC=1C=C2C(=C(C(NC2=CC1)=O)OC1=CC=CC=C1)O (6-bromo-4-hydroxy-3-phenoxyquinolin-2(1H)-one). The product is BrC=1C=C2C(=C(C(NC2=CC1)=O)OC1=CC=C(C#N)C=C1)O (4-((6-Bromo-4-hydroxy-2-oxo-1,2-dihydroquinolin-3-yl)oxy)benzonitrile). RXN SMILES: [Br:1][C:2]1[CH:3]=[CH:4][C:5]([NH:12][C:13](=[O:24])[CH2:14][O:15][C:16]2[CH:21]=[CH:20][C:19]([C:22]#[N:23])=[CH:18][CH:17]=2)=[C:6]([CH:11]=1)[C:7](OC)=[O:8].BrC1C=C2C(=CC=1)NC(=O)C(OC1C=CC=CC=1)=C2O>>[Br:1][C:2]1[CH:11]=[C:6]2[C:5](=[CH:4][CH:3]=1)[NH:12][C:13](=[O:24])[C:14]([O:15][C:16]1[CH:21]=[CH:20][C:19]([C:22]#[N:23])=[CH:18][CH:17]=1)=[C:7]2[OH:8]. Procedure details: The title compound was prepared using methyl 5-bromo-2-(2-(4-cyanophenoxy)acetamido)benzoate (Intermediate 10, step b) in place of methyl 5-bromo-2-(2-phenoxyacetamido)benzoate (Intermediate 5, step a) according to the procedure described in Intermediate 5, step b. The reactants are BrC=1C(=CC(=C(C(=O)N(C2=C(C=CC=C2)C)C)C1)F)Cl (5-bromo-4-chloro-2-fluoro-N-methyl-N-o-tolyl-benzamide), CO[Na].CO (MeONa MeOH). The product is BrC=1C(=CC(=C(C(=O)N(C2=C(C=CC=C2)C)C)C1)OC)Cl (5-bromo-4-chloro-2-methoxy-N-methyl-N-o-tolyl-benzamide). RXN SMILES: [Br:1][C:2]1[C:3]([Cl:20])=[CH:4][C:5](F)=[C:6]([CH:18]=1)[C:7]([N:9]([CH3:17])[C:10]1[CH:15]=[CH:14][CH:13]=[CH:12][C:11]=1[CH3:16])=[O:8].[CH3:21][O:22][Na].CO>>[Br:1][C:2]1[C:3]([Cl:20])=[CH:4][C:5]([O:22][CH3:21])=[C:6]([CH:18]=1)[C:7]([N:9]([CH3:17])[C:10]1[CH:15]=[CH:14][CH:13]=[CH:12][C:11]=1[CH3:16])=[O:8] |f:1.2|. Reported procedure: A mixture of 5-bromo-4-chloro-2-fluoro-N-methyl-N-o-tolyl-benzamide (2.5 g, 7.0 mmol) was heated in MeONa/MeOH (20 mL, 25%) at 55° C. for 12 hrs, then was concentrated and partitioned between DCM and water. The organic layer was then separated, washed with 3N HCl, sat NaHCO3 and brine, dried over MgSO4, and concentrated. Purification by silica gel column chromatography eluting with ethyl acetate in hexanes (1/4) gave 5-bromo-4-chloro-2-methoxy-N-methyl-N-o-tolyl-benzamide (2.75 g). MS: 367.8 (M+... The reactants are CC1CCCCC1O, Cc1ccccc1, Cc1cccc(C2CC2)c1[O-], Cc1cccc(C2CC2)c1O, [Na+], O, Oc1cc(Cl)nnc1Cl. The product is Cc1cccc(C2CC2)c1Oc1nnc(Cl)cc1O. Reaction SMILES: [CH3:13][CH:14]1[CH2:15][CH2:16][CH2:17][CH2:18][CH:19]1[OH:20].[CH3:41][c:42]1[cH:43][cH:44][cH:45][cH:46][cH:47]1.[CH:1]1([c:4]2[c:5]([O-:6])[c:7]([CH3:11])[cH:8][cH:9][cH:10]2)[CH2:2][CH2:3]1.[CH:30]1([c:31]2[cH:32][cH:33][cH:34][c:35]([CH3:36])[c:37]2[OH:38])[CH2:39][CH2:40]1.[Na+:12].[OH2:48].[OH:21][c:22]1[c:23]([Cl:29])[n:24][n:25][c:26]([Cl:28])[cH:27]1>>[CH:1]1([c:4]2[c:5]([O:6][c:23]3[c:22]([OH:21])[cH:27][c:26]([Cl:28])[n:25][n:24]3)[c:7]([CH3:11])[cH:8][cH:9][cH:10]2)[CH2:2][CH2:3]1. Reactants: Cl.Cl.Cl.ClC1=C2C=C(N=CC2=C(C=C1)Cl)C=1C(=NC=C(C1)C=1C=NN(C1)C1CCNCC1)N (3-(5,8-dichloroisoquinolin-3-yl)-5-(1-piperidin-4-yl-1H-pyrazol-4-yl)-pyridin-2-ylamine trihydrochloride), C(#N)C=1C=CC=C2C=C(N=CC12)OS(=O)(=O)C(F)(F)F (trifluoromethanesulfonic acid 8-cyanoisoquinolin-3-yl ester). The product is Cl.Cl.Cl.NC1=NC=C(C=C1C=1N=CC2=C(C=CC=C2C1)C#N)C=1C=NN(C1)C1CCNCC1 (3-[2-Amino-5-(1-piperidin-4-yl-1H-pyrazol-4-yl)-pyridin-3-yl]-isoquinoline-8-carbonitrile trihydrochloride salt). As a reaction SMILES: [ClH:1].Cl.Cl.[Cl:4]C1C=CC(Cl)=C2C=1C=C([C:16]1[C:17]([NH2:33])=[N:18][CH:19]=[C:20]([C:22]3[CH:23]=[N:24][N:25]([CH:27]4[CH2:32][CH2:31][NH:30][CH2:29][CH2:28]4)[CH:26]=3)[CH:21]=1)N=C2.[C:34]([C:36]1[CH:37]=[CH:38][CH:39]=[C:40]2[C:45]=1[CH:44]=[N:43][C:42](OS(C(F)(F)F)(=O)=O)=[CH:41]2)#[N:35]>>[ClH:4].[ClH:1].[ClH:4].[NH2:33][C:17]1[C:16]([C:42]2[N:43]=[CH:44][C:45]3[C:40]([CH:41]=2)=[CH:39][CH:38]=[CH:37][C:36]=3[C:34]#[N:35])=[CH:21][C:20]([C:22]2[CH:23]=[N:24][N:25]([CH:27]3[CH2:32][CH2:31][NH:30][CH2:29][CH2:28]3)[CH:26]=2)=[CH:19][N:18]=1 |f:0.1.2.3,5.6.7.8|. Procedure: The procedure for the preparation of 3-(5,8-dichloroisoquinolin-3-yl)-5-(1-piperidin-4-yl-1H-pyrazol-4-yl)-pyridin-2-ylamine trihydrochloride was followed, except using trifluoromethanesulfonic acid 8-cyanoisoquinolin-3-yl ester in place of trifluoromethanesulfonic acid 5,8-dichloroisoquinolin-3-yl ester. This afforded the title compound as a yellow solid. 1H NMR (400 MHz, CD3OD): δ=2.30-2.42 (m, 4H), 3.21-3.27 (m, 2H), 3.59 (d, J=13.4 Hz, 2H), 4.59-4.71 (m, 1H), 7.97-8.04 (m, 1H), 8.08 (s, 1H),... The reactants are CSC1=C(C=C(S1)C#N)C=1SC=C(N1)C1=CC=CC=C1 (5-Methylthio-4-(4-phenyl(1,3-thiazol-2-yl))thiophene-2-carbonitrile), O.NN (hydrazine monohydrate). Solvent: CCO (EtOH). The product is N(N)C(=N)C=1SC(=C(C1)C=1SC=C(N1)C1=CC=CC=C1)SC (hydrazino[5-methylthio-4-(4-phenyl(1,3-thiazol-2-yl))(2-thienyl)]methanimine). Yield: 45.0%. RXN SMILES: [CH3:1][S:2][C:3]1[S:7][C:6]([C:8]#[N:9])=[CH:5][C:4]=1[C:10]1[S:11][CH:12]=[C:13]([C:15]2[CH:20]=[CH:19][CH:18]=[CH:17][CH:16]=2)[N:14]=1.O.[NH2:22][NH2:23]>CCO>[NH:22]([C:8]([C:6]1[S:7][C:3]([S:2][CH3:1])=[C:4]([C:10]2[S:11][CH:12]=[C:13]([C:15]3[CH:20]=[CH:19][CH:18]=[CH:17][CH:16]=3)[N:14]=2)[CH:5]=1)=[NH:9])[NH2:23] |f:1.2|. Procedure details: 5-Methylthio-4-(4-phenyl(1,3-thiazol-2-yl))thiophene-2-carbonitrile (100 mg, 0.32 mmol) as prepared in previous step was dissolved in EtOH (10 mL). To this solution hydrazine monohydrate (10 eq) was added and the mixture was heated at reflux for 3 h. The EtOH solution was concentrated down to 1 mL and water (2 mL) was added to this solution. This resulted in the formation of a white solid. The solid was collected by filtration washed with a small amount of water and dried under vacuum to give 50...